This data is from the Open Reaction Database (ORD), a public repository of structured organic reaction records. The task is: describe an organic reaction: reactants, conditions, products, and yield Starting materials: O=C(O)c1ccc(NC2CC2)c(OCC2CC2)n1, NC(=O)C(N)CC1CC1. Product: NC(=O)C(CC1CC1)NC(=O)c1ccc(NC2CC2)c(OCC2CC2)n1. Reaction SMILES: [CH:1]1([NH:4][c:5]2[cH:6][cH:7][c:8]([C:16](=[O:17])[OH:18])[n:9][c:10]2[O:11][CH2:12][CH:13]2[CH2:14][CH2:15]2)[CH2:2][CH2:3]1.[NH2:19][CH:20]([C:21](=[O:22])[NH2:23])[CH2:24][CH:25]1[CH2:26][CH2:27]1>>[CH:1]1([NH:4][c:5]2[cH:6][cH:7][c:8]([C:16](=[O:18])[NH:19][CH:20]([C:21](=[O:22])[NH2:23])[CH2:24][CH:25]3[CH2:26][CH2:27]3)[n:9][c:10]2[O:11][CH2:12][CH:13]2[CH2:14][CH2:15]2)[CH2:2][CH2:3]1.